Dataset: the Open Reaction Database (ORD), a public repository of structured organic reaction records. Task: describe an organic reaction: reactants, conditions, products, and yield Starting materials: FC=1C=C(C(=C(C1)CCCC(=O)O)OC)OC (5-Fluoro-2,3-dimethoxybenzene butanoic acid), CS(=O)(=O)O (methanesulfonic acid). The product is C1(CCCC2=CC=CC=C12)=O (tetralone). Isolated yield 105.2%. RXN SMILES: F[C:2]1[CH:3]=[C:4](OC)[C:5](OC)=[C:6]([CH2:8][CH2:9][CH2:10][C:11]([OH:13])=O)[CH:7]=1.CS(O)(=O)=O>>[C:11]1(=[O:13])[C:7]2[C:6](=[CH:5][CH:4]=[CH:3][CH:2]=2)[CH2:8][CH2:9][CH2:10]1. Procedure details: The product from Example 66 (7.4 g) was cyclized with methanesulfonic acid (75 ml) at room temperature overnight. The reaction was poured onto water and extracted with methylene chloride. The organic layer was separated, washed with brine, dried and evaporated to afford 4.7 g impure tetralone. Purification was achieved by extraction with hot hexane to obtain 3.7 g pure compound. Starting materials: Cl (Hydrochloric acid), CC1(CCC(CC1)C1=CC2=C(N=C(N=C2C(=O)OCC)C)S1)C (ethyl 6-(4,4-dimethylcyclohexyl)-2-methylthieno[2,3-d]pyrimidine-4-carboxylate), [BH4-].[Na+] (NaBH4), [Cl-].[Ca+2].[Cl-] (calcium chloride). The solvent is CCOC(=O)C (EtOAc), O (water), CCO (EtOH), C1CCOC1 (THF). Conditions: time 30 minute. Yields the product CC1(CCC(CC1)C1=CC2=C(N=C(N=C2CO)C)S1)C ([6-(4,4-dimethylcyclohexyl)-2-methylthieno[2,3-d]pyrimidin-4-yl]methanol). Isolated yield 82.3%. Reaction SMILES: [CH3:1][C:2]1([CH3:23])[CH2:7][CH2:6][CH:5]([C:8]2[S:22][C:11]3[N:12]=[C:13]([CH3:21])[N:14]=[C:15]([C:16](OCC)=[O:17])[C:10]=3[CH:9]=2)[CH2:4][CH2:3]1.[Cl-].[Ca+2].[Cl-].[BH4-].[Na+].Cl>CCOC(C)=O.O.CCO.C1COCC1>[CH3:1][C:2]1([CH3:23])[CH2:7][CH2:6][CH:5]([C:8]2[S:22][C:11]3[N:12]=[C:13]([CH3:21])[N:14]=[C:15]([CH2:16][OH:17])[C:10]=3[CH:9]=2)[CH2:4][CH2:3]1 |f:1.2.3,4.5|. Reported procedure: To a mixture of ethyl 6-(4,4-dimethylcyclohexyl)-2-methylthieno[2,3-d]pyrimidine-4-carboxylate (13.0 g), THF (150 mL), and EtOH (150 mL) was added calcium chloride (6.6 g), followed by stirring at room temperature for 30 minutes and then adding NaBH4 (1.8 g) in small divided portions over 15 minutes under ice-cooling. After stirring at room temperature for 4.5 hours, to the reaction mixture were added water (100 mL) and EtOAc (100 mL) under ice-cooling. 1 M Hydrochloric acid (100 mL) was added t... Starting materials: COC(C1=C(C=C(C=C1)CNC(=O)[C@@H]1N[C@H]([C@]([C@H]1C1=C(C(=CC=C1)Cl)F)(C#N)C1=C(C=C(C=C1)Cl)F)CC(C)(C)C)F)=O (rac-4-({[(2R,3S,4R,5S)-4-(4-chloro-2-fluoro-phenyl)-3-(3-chloro-2-fluoro-phenyl)-4-cyano-5-(2,2-dimethyl-propyl)-pyrrolidine-2-carbonyl]-amino}-methyl)-2-fluoro-benzoic acid methyl ester), O.[OH-].[Li+] (lithium hydroxide hydrate). The solvent is O (water), C1CCOC1 (THF). The product is ClC1=CC(=C(C=C1)[C@@]1([C@H]([C@@H](N[C@H]1CC(C)(C)C)C(=O)NCC1=CC(=C(C(=O)O)C=C1)F)C1=C(C(=CC=C1)Cl)F)C#N)F (rac-4-({[(2R,3S,4R,5S)-4-(4-Chloro-2-fluoro-phenyl)-3-(3-chloro-2-fluoro-phenyl)-4-cyano-5-(2,2-dimethyl-propyl)-pyrrolidine-2-carbonyl]-amino}-methyl)-2-fluoro-benzoic acid). Isolated yield 97.4%. As a reaction SMILES: C[O:2][C:3](=[O:43])[C:4]1[CH:9]=[CH:8][C:7]([CH2:10][NH:11][C:12]([C@H:14]2[C@H:18]([C:19]3[CH:24]=[CH:23][CH:22]=[C:21]([Cl:25])[C:20]=3[F:26])[C@:17]([C:29]3[CH:34]=[CH:33][C:32]([Cl:35])=[CH:31][C:30]=3[F:36])([C:27]#[N:28])[C@H:16]([CH2:37][C:38]([CH3:41])([CH3:40])[CH3:39])[NH:15]2)=[O:13])=[CH:6][C:5]=1[F:42].O.[OH-].[Li+]>C1COCC1.O>[Cl:35][C:32]1[CH:33]=[CH:34][C:29]([C@@:17]2([C:27]#[N:28])[C@H:16]([CH2:37][C:38]([CH3:40])([CH3:41])[CH3:39])[NH:15][C@@H:14]([C:12]([NH:11][CH2:10][C:7]3[CH:8]=[CH:9][C:4]([C:3]([OH:43])=[O:2])=[C:5]([F:42])[CH:6]=3)=[O:13])[C@@H:18]2[C:19]2[CH:24]=[CH:23][CH:22]=[C:21]([Cl:25])[C:20]=2[F:26])=[C:30]([F:36])[CH:31]=1 |f:1.2.3|. Procedure details: In a manner similar to the method described in Example 380, rac-4-({[(2R,3S,4R,5S)-4-(4-chloro-2-fluoro-phenyl)-3-(3-chloro-2-fluoro-phenyl)-4-cyano-5-(2,2-dimethyl-propyl)-pyrrolidine-2-carbonyl]-amino}-methyl)-2-fluoro-benzoic acid methyl ester (80.3 mg, 0.127 mmol) in THF (9 ml) was reacted with lithium hydroxide hydrate (37.6 mg, 0.896 mmol) in water (4.5 mL) to give rac-4-({[(2R,3S,4R,5S)-4-(4-Chloro-2-fluoro-phenyl)-3-(3-chloro-2-fluoro-phenyl)-4-cyano-5-(2,2-dimethyl-propyl)-pyrrolidine-2... Reactants: COC(=O)CC1(CN)CCCCC1, CCN(C(C)C)C(C)C, ClCCl, Cl, O=C(Cl)c1ccccc1[N+](=O)[O-]. The product is COC(=O)CC1(CNC(=O)c2ccccc2[N+](=O)[O-])CCCCC1. As a reaction SMILES: [CH3:14][O:15][C:16]([CH2:17][C:18]1([CH2:24][NH2:25])[CH2:19][CH2:20][CH2:21][CH2:22][CH2:23]1)=[O:26].[CH:27]([N:28]([CH2:29][CH3:30])[CH:31]([CH3:32])[CH3:33])([CH3:34])[CH3:35].[Cl:36][CH2:37][Cl:38].[ClH:13].[N+:1](=[O:2])([O-:3])[c:4]1[c:5]([C:6](=[O:7])[Cl:8])[cH:9][cH:10][cH:11][cH:12]1>>[N+:1](=[O:2])([O-:3])[c:4]1[c:5]([C:6](=[O:7])[NH:25][CH2:24][C:18]2([CH2:17][C:16]([O:15][CH3:14])=[O:26])[CH2:19][CH2:20][CH2:21][CH2:22][CH2:23]2)[cH:9][cH:10][cH:11][cH:12]1. The reactants are ClC(CCC)OC(=O)NCC1(CCCCC1)CC(=O)O (1-{[(α-Chlorobutoxy)carbonyl]aminomethyl}-1-Cyclohexane Acetic Acid), C(C1=CC=CC=C1)O (benzyl alcohol), C1(CCCCC1)N=C=NC1CCCCC1 (dicyclohexylcarbodiimide). Reagents/catalysts: CN(C)C=1C=CN=CC1 (DMAP). Solvent: ClCCl (dichloromethane). Conditions: time 2 hour. Yields the product ClC(CCC)OC(=O)NCC1(CCCCC1)CC(=O)OCC1=CC=CC=C1 (Benzyl 1-{[(α-Chlorobutoxy)carbonyl]aminomethyl}-1-Cyclohexane Acetate). Isolated yield 74.7%. Reaction SMILES: [Cl:1][CH:2]([O:6][C:7]([NH:9][CH2:10][C:11]1([CH2:17][C:18]([OH:20])=[O:19])[CH2:16][CH2:15][CH2:14][CH2:13][CH2:12]1)=[O:8])[CH2:3][CH2:4][CH3:5].[CH2:21](O)[C:22]1[CH:27]=[CH:26][CH:25]=[CH:24][CH:23]=1.C1(N=C=NC2CCCCC2)CCCCC1>ClCCl.CN(C1C=CN=CC=1)C>[Cl:1][CH:2]([O:6][C:7]([NH:9][CH2:10][C:11]1([CH2:17][C:18]([O:20][CH2:21][C:22]2[CH:27]=[CH:26][CH:25]=[CH:24][CH:23]=2)=[O:19])[CH2:16][CH2:15][CH2:14][CH2:13][CH2:12]1)=[O:8])[CH2:3][CH2:4][CH3:5]. Procedure: To a solution of crude (133) (6.0 g) and benzyl alcohol (4.1 mL, 39.2 mmol) in dichloromethane at 0° C. was added dicyclohexylcarbodiimide (6.07 g, 29.4 mmol) and DMAP (120 mg, 0.98 mmol), and the resulting reaction mixture was stirred at room temperature for 2 h, then filtered through a pad of Celite. The filtrate was washed with brine and dried over Na2SO4. After filtration and evaporation, the crude product was purified by flash chromatography on silica gel, eluting with 10% ethyl acetate in ...